Dataset: the Open Reaction Database (ORD), a public repository of structured organic reaction records. Task: describe an organic reaction: reactants, conditions, products, and yield Reactants: ClC1=CC=C(C=C1)C=1C(=CC(=CC1)O)C=O (4′-chloro-4-hydroxybiphenyl-2-carbaldehyde), BrCCO[Si](C)(C)C(C)(C)C ((2-bromoethoxy)(tert-butyl)dimethylsilane), C([O-])([O-])=O.[Cs+].[Cs+] (cesium carbonate). Solvent: CN(C=O)C (N,N-dimethylformamide), C(C)(=O)OCC (ethyl acetate). Conditions: temperature 70 celsius. Product: [Si](C)(C)(C(C)(C)C)OCCOC=1C=C(C(=CC1)C1=CC=C(C=C1)Cl)C=O (4-(2-(tert-butyldimethylsilyloxy)ethoxy)-4′-chlorobiphenyl-2-carbaldehyde). As a reaction SMILES: [Cl:1][C:2]1[CH:7]=[CH:6][C:5]([C:8]2[C:9]([CH:15]=[O:16])=[CH:10][C:11]([OH:14])=[CH:12][CH:13]=2)=[CH:4][CH:3]=1.Br[CH2:18][CH2:19][O:20][Si:21]([C:24]([CH3:27])([CH3:26])[CH3:25])([CH3:23])[CH3:22].C(=O)([O-])[O-].[Cs+].[Cs+]>CN(C)C=O.C(OCC)(=O)C>[Si:21]([O:20][CH2:19][CH2:18][O:14][C:11]1[CH:10]=[C:9]([CH:15]=[O:16])[C:8]([C:5]2[CH:4]=[CH:3][C:2]([Cl:1])=[CH:7][CH:6]=2)=[CH:13][CH:12]=1)([C:24]([CH3:27])([CH3:26])[CH3:25])([CH3:23])[CH3:22] |f:2.3.4|. Procedure: A mixture of EXAMPLE 125A (0.5 g), (2-bromoethoxy)(tert-butyl)dimethylsilane (0.771 g) and cesium carbonate (1.4 g) was suspended in anhydrous N,N-dimethylformamide (5 mL). The reaction mixture was heated at 70° C. overnight. The reaction mixture was cooled to room temperature and diluted with ethyl acetate. The organic phase was washed with water, brine, dried over anhydrous sodium sulfate, filtered, and concentrated. The crude material was purified by flash column purification with 0-5% ethyl ... Starting materials: C1(CCC1)CN(C=1C(=NN2C1SC=C2C2=C(C=C(C=C2OC)COC)OC)OC)C2CCOCC2 (N-(cyclobutylmethyl)-3-[2,6-dimethoxy-4-(methoxymethyl)phenyl]-6-methoxy-N-(tetrahydro-2H-pyran-4-yl)pyrazolo[5,1-b][1,3]thiazole-7-amine), CS(=O)(=O)O (methanesulfonic acid). Solvent: C(C)(=O)OCC (ethyl acetate). Run at time 1 hour. Product: CS(=O)(=O)O.C1(CCC1)CN(C=1C(=NN2C1SC=C2C2=C(C=C(C=C2OC)COC)OC)OC)C2CCOCC2 (N-(Cyclobutylmethyl)-3-[2,6-dimethoxy-4-(methoxymethyl)phenyl]-6-methoxy-N-(tetrahydro-2H-pyran-4-yl)pyrazolo[5,1-b][1,3]thiazole-7-amine methanesulfonate). Reaction SMILES: [CH:1]1([CH2:5][N:6]([CH:30]2[CH2:35][CH2:34][O:33][CH2:32][CH2:31]2)[C:7]2[C:8]([O:28][CH3:29])=[N:9][N:10]3[C:14]([C:15]4[C:20]([O:21][CH3:22])=[CH:19][C:18]([CH2:23][O:24][CH3:25])=[CH:17][C:16]=4[O:26][CH3:27])=[CH:13][S:12][C:11]=23)[CH2:4][CH2:3][CH2:2]1.[CH3:36][S:37]([OH:40])(=[O:39])=[O:38]>C(OCC)(=O)C>[CH3:36][S:37]([OH:40])(=[O:39])=[O:38].[CH:1]1([CH2:5][N:6]([CH:30]2[CH2:31][CH2:32][O:33][CH2:34][CH2:35]2)[C:7]2[C:8]([O:28][CH3:29])=[N:9][N:10]3[C:14]([C:15]4[C:20]([O:21][CH3:22])=[CH:19][C:18]([CH2:23][O:24][CH3:25])=[CH:17][C:16]=4[O:26][CH3:27])=[CH:13][S:12][C:11]=23)[CH2:4][CH2:3][CH2:2]1 |f:3.4|. Reported procedure: To a mixture of N-(cyclobutylmethyl)-3-[2,6-dimethoxy-4-(methoxymethyl)phenyl]-6-methoxy-N-(tetrahydro-2H-pyran-4-yl)pyrazolo[5,1-b][1,3]thiazole-7-amine (26.2 mg) and ethyl acetate (1.0 mL) was added methanesulfonic acid (3.40 μL). The mixture was stirred at room temperature for 1 hour and the solvent was removed by blowing nitrogen stream and dried to obtain the title compound (31.2 mg). Reactants: Cc1cnc2c(C(C)(C)C)c(N)nn2c1, O=C(Cl)CCC1CCCCC1. Yields the product Cc1cnc2c(C(C)(C)C)c(NC(=O)CCC3CCCCC3)nn2c1. RXN SMILES: [C:1]([CH3:2])([CH3:3])([CH3:4])[c:5]1[c:6]([NH2:15])[n:7][n:8]2[c:9]1[n:10][cH:11][c:12]([CH3:14])[cH:13]2.[CH:16]1([CH2:22][CH2:23][C:24](=[O:25])[Cl:26])[CH2:17][CH2:18][CH2:19][CH2:20][CH2:21]1>>[C:1]([CH3:2])([CH3:3])([CH3:4])[c:5]1[c:6]([NH:15][C:24]([CH2:23][CH2:22][CH:16]2[CH2:17][CH2:18][CH2:19][CH2:20][CH2:21]2)=[O:25])[n:7][n:8]2[c:9]1[n:10][cH:11][c:12]([CH3:14])[cH:13]2. Procedure details: The title compound is prepared by following a procedure analogous to Example 113, Step 1, using 5-chloro-pyrazine-2-carboxylic acid {2-[(2-dimethylamino-ethyl)-methyl-amino]-benzothiazol-6-yl}-amide (0.077 g, 0.20 mmol) and 2,4-dichloro-phenyl boronic acid. (0.045 g, 0.24 mmol) to afford the product. LC/MS, Retention time=5.12 min; (m/z): calcd for C23H22Cl2N6O2S: 501.4; found: 501.0. Reactants: CN(CCN(C=1SC2=C(N1)C=CC(=C2)NC(=O)C2=NC=C(N=C2)Cl)C)C (5-chloro-pyrazine-2-carboxylic acid {2-[(2-dimethylamino-ethyl)-methyl-amino]-benzothiazol-6-yl}-amide), ClC1=C(C=CC(=C1)Cl)B(O)O (2,4-dichloro-phenyl boronic acid). Reaction SMILES: [CH3:1][N:2]([CH3:26])[CH2:3][CH2:4][N:5]([CH3:25])[C:6]1[S:7][C:8]2[CH:14]=[C:13]([NH:15][C:16]([C:18]3[CH:23]=[N:22][C:21](Cl)=[CH:20][N:19]=3)=[O:17])[CH:12]=[CH:11][C:9]=2[N:10]=1.[Cl:27][C:28]1[CH:33]=[C:32]([Cl:34])[CH:31]=[CH:30][C:29]=1B(O)O>>[CH3:1][N:2]([CH3:26])[CH2:3][CH2:4][N:5]([CH3:25])[C:6]1[S:7][C:8]2[CH:14]=[C:13]([NH:15][C:16]([C:18]3[CH:23]=[N:22][C:21]([C:31]4[CH:30]=[CH:29][C:28]([Cl:27])=[CH:33][C:32]=4[Cl:34])=[CH:20][N:19]=3)=[O:17])[CH:12]=[CH:11][C:9]=2[N:10]=1. Yields the product CN(CCN(C=1SC2=C(N1)C=CC(=C2)NC(=O)C2=NC=C(N=C2)C2=C(C=C(C=C2)Cl)Cl)C)C (5-(2,4-Dichloro-phenyl)-pyrazine-2-carboxylic acid {2-[(2-dimethylamino-ethyl)-methyl-amino]-benzothiazol-6-yl}-amide). The reactants are ClC=1C=C(C=CC1)C1=CC=NC=2N1C=NC2C(=O)N (4-(3-Chlorophenyl)imidazo[1,5-a]pyrimidine-8-carboxamide), C(#N)[BH3-].[Na+] (sodium cyanoborohydride). Run in ClCCl (dichloromethane), C(C)(=O)O (acetic acid). Conditions: time 2 hour. Product: ClC=1C=C(C=CC1)C1=CCNC=2N1C=NC2C(=O)N (4-(3-Chlorophenyl)-1,2-dihydroimidazo[1, 5-a]-pyrimidine-8-carboxamide). Isolated yield 59.9%. Reaction SMILES: [Cl:1][C:2]1[CH:3]=[C:4]([C:8]2[N:13]3[CH:14]=[N:15][C:16]([C:17]([NH2:19])=[O:18])=[C:12]3[N:11]=[CH:10][CH:9]=2)[CH:5]=[CH:6][CH:7]=1.C([BH3-])#N.[Na+]>C(O)(=O)C.ClCCl>[Cl:1][C:2]1[CH:3]=[C:4]([C:8]2[N:13]3[CH:14]=[N:15][C:16]([C:17]([NH2:19])=[O:18])=[C:12]3[NH:11][CH2:10][CH:9]=2)[CH:5]=[CH:6][CH:7]=1 |f:1.2|. Procedure details: To a solution of 5.39 g of 4-(m-chlorophenyl)-imidazo[1,5-a]pyrimidine-8-carboxamide (Example 14) in 100 ml of glacial acetic acid, was added in portions 2.8 g of sodium cyanoborohydride at room temperature under nitrogen. The mixture stirred at room temperature for 2 hours. The solvent was evaporated in vacuo to give an oil, and this was dissolved in dichloromethane, then washed with saturated sodium bicarbonate solution, The organic layer was separated, dried over anhydrous sodium sulfate and ... Starting materials: O=C(O)c1cc2cc(Br)ccc2s1, C1CCOC1. The product is OCc1cc2cc(Br)ccc2s1. Reaction SMILES: [Br:1][c:2]1[cH:3][c:4]2[c:5]([s:6][c:7]([C:9](=[O:10])[OH:11])[cH:8]2)[cH:12][cH:13]1.[CH2:14]1[O:15][CH2:16][CH2:17][CH2:18]1>>[Br:1][c:2]1[cH:3][c:4]2[c:5]([s:6][c:7]([CH2:9][OH:10])[cH:8]2)[cH:12][cH:13]1.